This data is from the Open Reaction Database (ORD), a public repository of structured organic reaction records. The task is: describe an organic reaction: reactants, conditions, products, and yield The reactants are CCCCCCCCCCCC(CC(=O)O)OC(=O)CCCCCC, NC(CO)C(=O)OCc1ccccc1, ClCCCl, CI, ClCCl. Product: CCCCCCCCCCCC(CC(=O)NC(CO)C(=O)OCc1ccccc1)OC(=O)CCCCCC. Reaction SMILES: [C:15]([CH2:16][CH2:17][CH2:18][CH2:19][CH2:20][CH3:21])(=[O:22])[O:23][CH:24]([CH2:25][C:26](=[O:27])[OH:28])[CH2:29][CH2:30][CH2:31][CH2:32][CH2:33][CH2:34][CH2:35][CH2:36][CH2:37][CH2:38][CH3:39].[CH2:1]([c:2]1[cH:3][cH:4][cH:5][cH:6][cH:7]1)[O:8][C:9]([CH:10]([NH2:11])[CH2:12][OH:13])=[O:14].[CH2:40]([Cl:41])[CH2:42][Cl:43].[CH3:44][I:45].[Cl:46][CH2:47][Cl:48]>>[CH2:1]([c:2]1[cH:3][cH:4][cH:5][cH:6][cH:7]1)[O:8][C:9]([CH:10]([NH:11][C:26]([CH2:25][CH:24]([O:23][C:15]([CH2:16][CH2:17][CH2:18][CH2:19][CH2:20][CH3:21])=[O:22])[CH2:29][CH2:30][CH2:31][CH2:32][CH2:33][CH2:34][CH2:35][CH2:36][CH2:37][CH2:38][CH3:39])=[O:27])[CH2:12][OH:13])=[O:14]. Starting materials: C(=O)([O-])[O-].[Na+].[Na+] (Na2CO3), C(C)(C)(C)OC(=O)N1C2CC3=C(C(CC1)(C2(C)C)C)C=CC(=C3)OS(=O)(=O)C(F)(F)F (6,11,11-trimethyl-9-trifluoromethanesulfonyloxy-1,2,5,6-tetrahydro-4H-2,6-methano-benzo[d]azocine-3-carboxylic acid tert-butyl ester), C1(=CC=CC=C1)B(O)O (phenylboronic acid). Solvent: CN(C=O)C (N,N-dimethylformamide). Reaction conditions: temperature 100 celsius, time 4 hour. Product: C(C)(C)(C)OC(=O)N1C2CC3=C(C(CC1)(C2(C)C)C)C=CC(=C3)C3=CC=CC=C3 (6,11,11-Trimethyl-9-phenyl-1,2,5,6-tetrahydro-4H-2,6-methano-benzo[d]azocine-3-carboxylic acid tert-butyl ester). As a reaction SMILES: C([O-])([O-])=O.[Na+].[Na+].[C:7]([O:11][C:12]([N:14]1[CH2:21][CH2:20][C:19]2([CH3:25])[C:22]([CH3:24])([CH3:23])[CH:15]1[CH2:16][C:17]1[CH:29]=[C:28](OS(C(F)(F)F)(=O)=O)[CH:27]=[CH:26][C:18]=12)=[O:13])([CH3:10])([CH3:9])[CH3:8].[C:38]1(B(O)O)[CH:43]=[CH:42][CH:41]=[CH:40][CH:39]=1>CN(C)C=O>[C:7]([O:11][C:12]([N:14]1[CH2:21][CH2:20][C:19]2([CH3:25])[C:22]([CH3:23])([CH3:24])[CH:15]1[CH2:16][C:17]1[CH:29]=[C:28]([C:38]3[CH:43]=[CH:42][CH:41]=[CH:40][CH:39]=3)[CH:27]=[CH:26][C:18]=12)=[O:13])([CH3:10])([CH3:8])[CH3:9] |f:0.1.2|. Procedure: Aqueous 2 M Na2CO3 solution (5 mL) is added to a mixture of 6,11,11-trimethyl-9-trifluoromethanesulfonyloxy-1,2,5,6-tetrahydro-4H-2,6-methano-benzo[d]azocine-3-carboxylic acid tert-butyl ester (1.00 g) and phenylboronic acid (0.34 g) in N,N-dimethylformamide (5 mL) in argon atmosphere. The resulting mixture is flushed with argon and then 1,1′-bis(diphenylphosphino)ferrocene-palladium(II) dichloride dichloromethane complex (0.18 g) is added. The mixture is heated to 100° C. and stirred at this te... The reactants are COC(=O)C=CCN1CCN(C(c2ccc(F)cc2)c2ccc(F)cc2)CC1, C1CCOC1. The product is OCC=CCN1CCN(C(c2ccc(F)cc2)c2ccc(F)cc2)CC1. As a reaction SMILES: [F:1][c:2]1[cH:3][cH:4][c:5]([CH:8]([N:9]2[CH2:10][CH2:11][N:12]([CH2:15][CH:16]=[CH:17][C:18](=[O:19])[O:20][CH3:21])[CH2:13][CH2:14]2)[c:22]2[cH:23][cH:24][c:25]([F:28])[cH:26][cH:27]2)[cH:6][cH:7]1.[O:29]1[CH2:30][CH2:31][CH2:32][CH2:33]1>>[F:1][c:2]1[cH:3][cH:4][c:5]([CH:8]([N:9]2[CH2:10][CH2:11][N:12]([CH2:15][CH:16]=[CH:17][CH2:18][OH:19])[CH2:13][CH2:14]2)[c:22]2[cH:23][cH:24][c:25]([F:28])[cH:26][cH:27]2)[cH:6][cH:7]1. The reactants are [H-].[Na+] (sodium hydride), C(CCCCCCC)O (1-octanol), BrCC#N (bromoacetonitrile). The solvent is COCCOC (1,2-dimethoxyethane). Reaction conditions: time 45 minute. Product: C(CCCCCCC)OCC#N (Octyloxy-acetonitrile). RXN SMILES: [H-].[Na+].[CH2:3]([OH:11])[CH2:4][CH2:5][CH2:6][CH2:7][CH2:8][CH2:9][CH3:10].Br[CH2:13][C:14]#[N:15]>COCCOC>[CH2:3]([O:11][CH2:13][C:14]#[N:15])[CH2:4][CH2:5][CH2:6][CH2:7][CH2:8][CH2:9][CH3:10] |f:0.1|. Reported procedure: To a suspension of 15.60 g sodium hydride (60%) in 200 ml of 1,2-dimethoxyethane, 50.79 g of 1-octanol was dropped in. The mixture was stirred for 45 minutes at room temperature. Then, 46.76 g of bromoacetonitrile was dropped in. The reaction mixture was refluxed for 2 hours, quenched with water, filtered, and diluted with brine. After extraction with ether, the organic layer was washed with brine and water, dried, filtered, and evaporated to dryness. The resulting dark oil was purified by disti... Starting materials: N (ammonia), NC1=CC2=CC=CC(=C2C=C1)O (2-Amino-5-hydroxynaphthalene), [I-].[K+] (potassium iodide), N(=O)[O-].[Na+] (sodium nitrite). Run in Cl (hydrochloric acid). Run at time 30 minute. Product: OC1=CC=CC2=CC(=CC=C12)I (1-hydroxy-6-iodonaphthalene). Yield: 18.2%. As a reaction SMILES: N[C:2]1[CH:11]=[CH:10][C:9]2[C:4](=[CH:5][CH:6]=[CH:7][C:8]=2[OH:12])[CH:3]=1.N([O-])=O.[Na+].[I-:17].[K+].N>Cl>[OH:12][C:8]1[C:9]2[C:4](=[CH:3][C:2]([I:17])=[CH:11][CH:10]=2)[CH:5]=[CH:6][CH:7]=1 |f:1.2,3.4|. Procedure: 2-Amino-5-hydroxynaphthalene (4.80 g, TCI) was dissolved in 6 N hydrochloric acid (300 ml), added dropwise with an aqueous solution (22.5 ml) of sodium nitrite (2.25 g, WAKO) under ice cooling over 30 minutes and stirred for 30 minutes. The reaction mixture was added dropwise with an aqueous solution (75 ml) of potassium iodide (9.90 g, WAKO), stirred for 30 minutes, then warmed to room temperature and further stirred for 3.5 hours. The reaction mixture was neutralized with aqueous ammonia and t... Product: CN(C)CCOc1ccc2c(c1)CCCC2=O. The reactants are C1CCOC1, CN(C)CCO, CCOC(=O)N=NC(=O)OCC, O=C1CCCc2cc(O)ccc21, c1ccc(P(c2ccccc2)c2ccccc2)cc1. As a reaction SMILES: [CH2:50]1[O:51][CH2:52][CH2:53][CH2:54]1.[CH3:13][N:14]([CH3:15])[CH2:16][CH2:17][OH:18].[O:38]=[C:39]([O:40][CH2:41][CH3:42])[N:43]=[N:44][C:45]([O:46][CH2:47][CH3:48])=[O:49].[OH:1][c:2]1[cH:3][c:4]2[c:9]([cH:10][cH:11]1)[C:8](=[O:12])[CH2:7][CH2:6][CH2:5]2.[c:19]1([P:20]([c:21]2[cH:22][cH:23][cH:24][cH:25][cH:26]2)[c:27]2[cH:28][cH:29][cH:30][cH:31][cH:32]2)[cH:33][cH:34][cH:35][cH:36][cH:37]1>>[O:1]([c:2]1[cH:3][c:4]2[c:9]([cH:10][cH:11]1)[C:8](=[O:12])[CH2:7][CH2:6][CH2:5]2)[CH2:17][CH2:16][N:14]([CH3:13])[CH3:15]. Reactants: O=C([O-])[O-], [K+], [K+], Nc1ncc(Br)cc1-c1nc2c(O)cccc2o1, CN(C)C=O. Product: COc1cccc2oc(-c3cc(Br)cnc3N)nc12. RXN SMILES: [C:19](=[O:20])([O-:21])[O-:22].[K+:23].[K+:24].[NH2:1][c:2]1[n:3][cH:4][c:5]([Br:18])[cH:6][c:7]1-[c:8]1[o:9][c:10]2[c:11]([n:12]1)[c:13]([OH:17])[cH:14][cH:15][cH:16]2.[O:25]=[CH:26][N:27]([CH3:28])[CH3:29]>>[NH2:1][c:2]1[n:3][cH:4][c:5]([Br:18])[cH:6][c:7]1-[c:8]1[o:9][c:10]2[c:11]([n:12]1)[c:13]([O:17][CH3:19])[cH:14][cH:15][cH:16]2. The reactants are Cl (hydrogen chloride), [OH-].[Na+] (sodium hydroxide), CN(C)CC=1N(C=CC1)C=1C=C(C(=O)OC)C=CC1 (methyl 3-(2-dimethylaminomethyl-pyrrol-1-yl)benzoate), ClS(=O)(=O)N=C=O (chlorosulfonyl isocyanate). The solvent is C(C)(=O)OCC (ethyl acetate), ClCCl (dichloromethane), O (water), CN(C=O)C (N,N-dimethylformamide), ClCCl (dichloromethane). Conditions: time 5 minute. The product is C(#N)C=1N(C(=CC1)CN(C)C)C=1C=C(C(=O)OC)C=CC1 (methyl 3-(2-cyano-5-dimethylaminomethylpyrrol-1-yl)benzoate). RXN SMILES: [CH3:1][N:2]([CH2:4][C:5]1[N:6]([C:10]2[CH:11]=[C:12]([CH:17]=[CH:18][CH:19]=2)[C:13]([O:15][CH3:16])=[O:14])[CH:7]=[CH:8][CH:9]=1)[CH3:3].Cl.ClS([N:25]=[C:26]=O)(=O)=O.[OH-].[Na+]>ClCCl.C(OCC)(=O)C.O.CN(C)C=O>[C:26]([C:7]1[N:6]([C:10]2[CH:11]=[C:12]([CH:17]=[CH:18][CH:19]=2)[C:13]([O:15][CH3:16])=[O:14])[C:5]([CH2:4][N:2]([CH3:3])[CH3:1])=[CH:9][CH:8]=1)#[N:25] |f:3.4|. Reported procedure: To the mixture of methyl 3-(2-dimethylaminomethyl-pyrrol-1-yl)benzoate (1.0 g) in dichloromethane (15 ml) was added 4N-hydrogen chloride in ethyl acetate solution (0.97 ml) under ice-cooling and the mixture was stirred for 5 minutes at the same temperature. To the mixture was added dropwise chlorosulfonyl isocyanate (0.4 ml) under ice-cooling and the mixture was stirred for 1 hour at the same temperature. To the mixture was added dropwise N,N-dimethylformamide (3.0 ml) under ice-cooling and the ...